Dataset: the Open Reaction Database (ORD), a public repository of structured organic reaction records. Task: describe an organic reaction: reactants, conditions, products, and yield Reactants: C(C)(=O)N1C(C(C2=CC(=C(C=C12)OC)OC)=C(CC)OCC)=O (1-acetyl-3-(1-ethoxy-1-ethyl-methylidene)-5,6-dimethoxy-2-indolinone), NC1=CC=C(C(=O)N)C=C1 (4-aminobenzamide). Product: NC(=O)C1=CC=C(N\C(\CC)=C\2/C(NC3=CC(=C(C=C23)OC)OC)=O)C=C1 (3-(Z)-[1-(4-aminocarbonyl-anilino)-1-ethyl-methylidene]-5,6-dimethoxy-2-indolinone). As a reaction SMILES: C([N:4]1[C:12]2[C:7](=[CH:8][C:9]([O:15][CH3:16])=[C:10]([O:13][CH3:14])[CH:11]=2)[C:6](=[C:17](OCC)[CH2:18][CH3:19])[C:5]1=[O:23])(=O)C.[NH2:24][C:25]1[CH:33]=[CH:32][C:28]([C:29]([NH2:31])=[O:30])=[CH:27][CH:26]=1>>[NH2:31][C:29]([C:28]1[CH:32]=[CH:33][C:25]([NH:24]/[C:17](=[C:6]2\[C:5](=[O:23])[NH:4][C:12]3[C:7]\2=[CH:8][C:9]([O:15][CH3:16])=[C:10]([O:13][CH3:14])[CH:11]=3)/[CH2:18][CH3:19])=[CH:26][CH:27]=1)=[O:30]. Procedure: Prepared from 1-acetyl-3-(1-ethoxy-1-ethyl-methylidene)-5,6-dimethoxy-2-indolinone and 4-aminobenzamide Starting materials: C(C=C)#N (acrylonitrile), C=CC(C)=C (isoprene), methyl α-chlorophenyl acetate, halide. Conditions: temperature 80 celsius, time 142 hour. Yields the product C=CC(C)=C.C(C=C)#N (isoprene acrylonitrile). Reaction SMILES: [C:1](#[N:4])[CH:2]=[CH2:3].[CH2:5]=[CH:6][C:7](=[CH2:9])[CH3:8]>>[CH2:5]=[CH:6][C:7](=[CH2:8])[CH3:9].[C:1](#[N:4])[CH:2]=[CH2:3] |f:2.3|. Reported procedure: Then, thereto were added 53.0 parts of acrylonitrile, 68.2 parts of isoprene and 3.70 parts of methyl α-chlorophenyl acetate as an organic halide, and the mixture was stirred under heating at 80° C. After 142 hours, the glass reaction vessel was cooled in a dry ice-methanol bath, and the volatiles were distilled off under reduced pressure to give a random (isoprene/acrylonitrile) copolymer. After completion of the polymerization reaction, the conversion rate of isoprene was 89% and the conversio... The reactants are CCNC(=O)Nc1ccc(-c2nc3c(c(N4CCOCC4C)n2)CCNC3)cc1, COC(=O)Cl. Yields the product CCNC(=O)Nc1ccc(-c2nc3c(c(N4CCOCC4C)n2)CCN(C(=O)OC)C3)cc1. Reaction SMILES: [CH2:1]([CH3:2])[NH:3][C:4](=[O:5])[NH:6][c:7]1[cH:8][cH:9][c:10](-[c:13]2[n:14][c:15]([N:23]3[CH:24]([CH3:29])[CH2:25][O:26][CH2:27][CH2:28]3)[c:16]3[c:17]([n:18]2)[CH2:19][NH:20][CH2:21][CH2:22]3)[cH:11][cH:12]1.[Cl:30][C:31](=[O:32])[O:33][CH3:34]>>[CH2:1]([CH3:2])[NH:3][C:4](=[O:5])[NH:6][c:7]1[cH:8][cH:9][c:10](-[c:13]2[n:14][c:15]([N:23]3[CH:24]([CH3:29])[CH2:25][O:26][CH2:27][CH2:28]3)[c:16]3[c:17]([n:18]2)[CH2:19][N:20]([C:31](=[O:32])[O:33][CH3:34])[CH2:21][CH2:22]3)[cH:11][cH:12]1. The reactants are OOS(=O)[O-].[K+] (Oxone), C(C)OC(C)N1C(=NC(=C1C1=CC=C(C=C1)SC)C1=CC=C(C=C1)F)C(C(F)(F)F)=O (1-[1-(1-ethoxyethyl)-4-(4-fluorophenyl)-5-[4-(methylthio)phenyl]-1H-imidazol-2-yl]-2,2,2-trifluoroethanone), [BH4-].[Na+] (sodium borohydride), CO (methanol). Run in O (water), CO.C1CCOC1 (methanol THF), O (water). The product is FC1=CC=C(C=C1)C=1N=C(NC1C1=CC=C(C=C1)S(=O)(=O)C)C(O)C(F)(F)F (4-(4-Fluorophenyl)-5-(4-(methylsulfonyl)phenyl]-a-(trifluoromethyl)-1H-imidazole-2-methanol). As a reaction SMILES: C(OC([N:6]1[C:10]([C:11]2[CH:16]=[CH:15][C:14](SC)=[CH:13][CH:12]=2)=[C:9]([C:19]2[CH:24]=[CH:23][C:22]([F:25])=[CH:21][CH:20]=2)[N:8]=[C:7]1[C:26](=[O:31])[C:27]([F:30])([F:29])[F:28])C)C.[BH4-].[Na+].O[O:35][S:36]([O-:38])=O.[K+].[CH3:40]O>CO.C1COCC1.O>[F:25][C:22]1[CH:23]=[CH:24][C:19]([C:9]2[N:8]=[C:7]([CH:26]([C:27]([F:29])([F:28])[F:30])[OH:31])[NH:6][C:10]=2[C:11]2[CH:16]=[CH:15][C:14]([S:36]([CH3:40])(=[O:38])=[O:35])=[CH:13][CH:12]=2)=[CH:20][CH:21]=1 |f:1.2,3.4,6.7|. Procedure details: To a solution of 85 mg of 1-[1-(1-ethoxyethyl)-4-(4-fluorophenyl)-5-[4-(methylthio)phenyl]-1H-imidazol-2-yl]-2,2,2-trifluoroethanone (Example 89, Step 1) (0.18 mmol) in 1 ml of methanol at 0° C. was added 10 mg of sodium borohydride (0.26 mmol). The solution turned immediately from yellow to colorless. The reaction was quenched with 1% solution of aqueous hydrochloric acid and diluted with methylene chloride then washed with brine. The organic extracts were dried (MgSO4), filtered and the solven... Reactants: CI (Methyl iodide), [H-].[Na+] (Sodium hydride), COC(=O)C1(CN(CC1)C(=O)OC(C)(C)C)NC=O (3-Formylamino-pyrrolidine-1,3-dicarboxylic acid 1-tert-butyl ester 3-methyl ester), CN(C)C=O (DMF). Solvent: C1CCOC1 (THF). Reaction conditions: time 1 hour. Product: COC(=O)C1(CN(CC1)C(=O)OC(C)(C)C)N(C)C=O (3-(Formyl-methyl-amino)-pyrrolidine-1,3-dicarboxylic acid 1-tert-butyl ester 3-methyl ester). Reaction SMILES: [H-].[Na+].[CH3:3][O:4][C:5]([C:7]1([NH:19][CH:20]=[O:21])[CH2:11][CH2:10][N:9]([C:12]([O:14][C:15]([CH3:18])([CH3:17])[CH3:16])=[O:13])[CH2:8]1)=[O:6].[CH3:22]N(C=O)C.CI>C1COCC1>[CH3:3][O:4][C:5]([C:7]1([N:19]([CH:20]=[O:21])[CH3:22])[CH2:11][CH2:10][N:9]([C:12]([O:14][C:15]([CH3:18])([CH3:16])[CH3:17])=[O:13])[CH2:8]1)=[O:6] |f:0.1|. Procedure: Sodium hydride (60% in oil) (10 mg, 0.25 mmol) was added to a solution of 3-Formylamino-pyrrolidine-1,3-dicarboxylic acid 1-tert-butyl ester 3-methyl ester (2T) (50 mg, 0.183 mmol) in THF (3 ml). DMF (1 ml) was added and stirred for 1 hour. Methyl iodide (0.1 ml, 1.60 mmol) was added and the reaction was stirred overnight. The solvent was evaporated and the residue extracted with EtOAc (50 ml), washed with H2O (20 ml), dried over MgSO4, filtered and solvent evaporated yielding a residue which ch...